From a dataset of the Open Reaction Database (ORD), a public repository of structured organic reaction records. describe an organic reaction: reactants, conditions, products, and yield Starting materials: N1(CCNCC1)C=1C=CC=2N(N1)C(=NN2)C(F)(F)F (6-(piperazin-1-yl)-3-(trifluoromethyl)-[1,2,4]triazolo[4,3-b]pyridazine), ClC1=CC=C(C=N1)C=O (6-chloropyridine-3-carbaldehyde). Product: ClC1=CC=C(C=N1)CN1CCN(CC1)C=1C=CC=2N(N1)C(=NN2)C(F)(F)F (6-[4-[(6-chloropyridin-3-yl)methyl]piperazin-1-yl]-3-(trifluoromethyl)-[1,2,4]triazolo[4,3-b]pyridazine). Reaction SMILES: [N:1]1([C:7]2[CH:8]=[CH:9][C:10]3[N:11]([C:13]([C:16]([F:19])([F:18])[F:17])=[N:14][N:15]=3)[N:12]=2)[CH2:6][CH2:5][NH:4][CH2:3][CH2:2]1.[Cl:20][C:21]1[N:26]=[CH:25][C:24]([CH:27]=O)=[CH:23][CH:22]=1>>[Cl:20][C:21]1[N:26]=[CH:25][C:24]([CH2:27][N:4]2[CH2:3][CH2:2][N:1]([C:7]3[CH:8]=[CH:9][C:10]4[N:11]([C:13]([C:16]([F:17])([F:18])[F:19])=[N:14][N:15]=4)[N:12]=3)[CH2:6][CH2:5]2)=[CH:23][CH:22]=1. Procedure details: Reductive amination of 6-(piperazin-1-yl)-3-(trifluoromethyl)-[1,2,4]triazolo[4,3-b]pyridazine with 6-chloropyridine-3-carbaldehyde was carried out according to General Synthetic Method 7. The crude product was purified by hplc using a Waters XBridge Prep C18 OBD column, 5μ silica, 30 mm diameter, 100 mm length eluted with decreasingly polar mixtures of water (containing 0.1% aqueous ammonia) and acetonitrile as eluents to give 6-[4-[(6-chloropyridin-3-yl)methyl]piperazin-1-yl]-3-(trifluoromethy... The reactants are [Cl-], Cl, O=C1SCc2c1cccc2[N+](=O)[O-], O, O. Yields the product Cl, Nc1cccc2c1CSC2=O. As a reaction SMILES: [Cl-:16].[ClH:17].[N+:1]([O-:2])(=[O:3])[c:4]1[cH:5][cH:6][cH:7][c:8]2[c:12]1[CH2:11][S:10][C:9]2=[O:13].[OH2:14].[OH2:15]>>[ClH:16].[NH2:1][c:4]1[cH:5][cH:6][cH:7][c:8]2[c:12]1[CH2:11][S:10][C:9]2=[O:13]. The reactants are CCOC(=O)c1cccc(Nc2nccc(-c3sc(N)nc3C(F)(F)F)n2)c1, CC#N, ClC(Cl)Cl, [Cl-], Cl, CC(C)(C)ON=O, O. The product is CCOC(=O)c1cccc(Nc2nccc(-c3sc(Cl)nc3C(F)(F)F)n2)c1. As a reaction SMILES: [CH2:8]([CH3:9])[O:10][C:11](=[O:12])[c:13]1[cH:14][c:15]([NH:19][c:20]2[n:21][cH:22][cH:23][c:24](-[c:26]3[c:27]([C:32]([F:33])([F:34])[F:35])[n:28][c:29]([NH2:31])[s:30]3)[n:25]2)[cH:16][cH:17][cH:18]1.[CH3:38][C:39]#[N:40].[CH:41]([Cl:42])([Cl:43])[Cl:44].[Cl-:36].[ClH:37].[N:1]([O:2][C:3]([CH3:4])([CH3:5])[CH3:6])=[O:7].[OH2:45]>>[CH2:8]([CH3:9])[O:10][C:11](=[O:12])[c:13]1[cH:14][c:15]([NH:19][c:20]2[n:21][cH:22][cH:23][c:24](-[c:26]3[c:27]([C:32]([F:33])([F:34])[F:35])[n:28][c:29]([Cl:36])[s:30]3)[n:25]2)[cH:16][cH:17][cH:18]1. The reactants are CC(C)(N)CNC(=O)OC(C)(C)C, ClCCCl, Cc1cccc(-c2nn3c(c2-c2ccnc4cc(C(=O)O)ccc24)CCC3)n1, CCN(C(C)C)C(C)C, ClCCl, On1nnc2ccccc21. The product is Cc1cccc(-c2nn3c(c2-c2ccnc4cc(C(=O)NC(C)(C)CNC(=O)OC(C)(C)C)ccc24)CCC3)n1. RXN SMILES: [C:29]([CH3:30])([CH3:31])([CH3:32])[O:33][C:34]([NH:35][CH2:36][C:37]([CH3:38])([CH3:39])[NH2:40])=[O:41].[CH2:42]([Cl:43])[CH2:44][Cl:45].[CH3:1][c:2]1[cH:3][cH:4][cH:5][c:6](-[c:8]2[c:9](-[c:16]3[cH:17][cH:18][n:19][c:20]4[cH:21][c:22]([C:26](=[O:27])[OH:28])[cH:23][cH:24][c:25]34)[c:10]3[n:11]([n:12]2)[CH2:13][CH2:14][CH2:15]3)[n:7]1.[CH:56]([N:57]([CH2:58][CH3:59])[CH:60]([CH3:61])[CH3:62])([CH3:63])[CH3:64].[Cl:65][CH2:66][Cl:67].[OH:46][n:47]1[c:48]2[cH:49][cH:50][cH:51][cH:52][c:53]2[n:54][n:55]1>>[CH3:1][c:2]1[cH:3][cH:4][cH:5][c:6](-[c:8]2[c:9](-[c:16]3[cH:17][cH:18][n:19][c:20]4[cH:21][c:22]([C:26](=[O:27])[NH:40][C:37]([CH2:36][NH:35][C:34]([O:33][C:29]([CH3:30])([CH3:31])[CH3:32])=[O:41])([CH3:38])[CH3:39])[cH:23][cH:24][c:25]34)[c:10]3[n:11]([n:12]2)[CH2:13][CH2:14][CH2:15]3)[n:7]1. Starting materials: C1(=CC=CC=C1)S(=O)(=O)CC=1N=C(NN1)C1=NC=CC=C1 (2-(5-benzenesulfonylmethyl-2H-[1,2,4]triazol-3-yl)-pyridine), ( E ), CC1=NC=CC(=C1)\C=C/C#N ((Z)-3-(2-methyl-pyridin-4-yl)-acrylonitrile). Product: CC1=NC=CC(=C1)C1=CC=2N(C(=C1)N)N=C(N2)C2=NC=CC=C2 (7-(2-Methyl-pyridin-4-yl)-2-pyridin-2-yl-[1,2,4]triazolo[1,5-a]pyridin-5-ylamine). RXN SMILES: C1(S([CH2:10][C:11]2[N:12]=[C:13]([C:16]3[CH:21]=[CH:20][CH:19]=[CH:18][N:17]=3)[NH:14][N:15]=2)(=O)=O)C=CC=CC=1.[CH3:22][C:23]1[CH:28]=[C:27](/[CH:29]=[CH:30]\[C:31]#[N:32])[CH:26]=[CH:25][N:24]=1>>[CH3:22][C:23]1[CH:28]=[C:27]([C:29]2[CH:30]=[C:31]([NH2:32])[N:15]3[N:14]=[C:13]([C:16]4[CH:21]=[CH:20][CH:19]=[CH:18][N:17]=4)[N:12]=[C:11]3[CH:10]=2)[CH:26]=[CH:25][N:24]=1. Reported procedure: The title compound, MS m/e (%):303 (M+H+,100), was prepared in accordance with the general method of example 1 from 2-(5-benzenesulfonylmethyl-2H-[1,2,4]triazol-3-yl)-pyridine and (E)/(Z)-3-(2-methyl-pyridin-4-yl)-acrylonitrile. The reactants are COC(=O)C(O)Cc1cc(Br)c(O)c(Br)c1, CC#N, C[Si](C)(C)CCOCCl. The product is COC(=O)C(O)Cc1cc(Br)c(OCOCC[Si](C)(C)C)c(Br)c1. As a reaction SMILES: [CH3:1][O:2][C:3]([CH:4]([CH2:5][c:6]1[cH:7][c:8]([Br:14])[c:9]([OH:13])[c:10]([Br:12])[cH:11]1)[OH:15])=[O:16].[CH3:26][C:27]#[N:28].[Cl:17][CH2:18][O:19][CH2:20][CH2:21][Si:22]([CH3:23])([CH3:24])[CH3:25]>>[CH3:1][O:2][C:3]([CH:4]([CH2:5][c:6]1[cH:7][c:8]([Br:14])[c:9]([O:13][CH2:18][O:19][CH2:20][CH2:21][Si:22]([CH3:23])([CH3:24])[CH3:25])[c:10]([Br:12])[cH:11]1)[OH:15])=[O:16].